This data is from the Open Reaction Database (ORD), a public repository of structured organic reaction records. The task is: describe an organic reaction: reactants, conditions, products, and yield Starting materials: BrC1=C(C=CC(=C1OC)F)F (2-Bromo-1,4-difluoro-3-methoxy-benzene), CC1(OB(OC1(C)C)C=1CCN(CC1)C(=O)OC(C)(C)C)C (3,6-dihydro-4-(4,4,5,5-tetramethyl-1,3,2-dioxaborolan-2-yl)-1(2H)-pyridinecarboxylic acid, 1,1-dimethylethyl ester), C(=O)([O-])[O-].[K+].[K+] (K2CO3). Reagents/catalysts: C=1C=CC(=CC1)[P](C=2C=CC=CC2)(C=3C=CC=CC3)[Pd]([P](C=4C=CC=CC4)(C=5C=CC=CC5)C=6C=CC=CC6)([P](C=7C=CC=CC7)(C=8C=CC=CC8)C=9C=CC=CC9)[P](C=1C=CC=CC1)(C=1C=CC=CC1)C=1C=CC=CC1 (Pd(PPh3)4). The solvent is O1CCOCC1 (1,4-dioxane), O (water). Run at temperature 150 celsius. Yields the product C(C)(C)(C)OC(=O)N1CCC(=CC1)C1=C(C(=CC=C1F)F)OC (4-(3,6-Difluoro-2-methoxy-phenyl)-3,6-dihydro-2H-pyridine-1-carboxylic acid tert-butyl ester). As a reaction SMILES: Br[C:2]1[C:7]([O:8][CH3:9])=[C:6]([F:10])[CH:5]=[CH:4][C:3]=1[F:11].CC1(C)C(C)(C)OB([C:20]2[CH2:21][CH2:22][N:23]([C:26]([O:28][C:29]([CH3:32])([CH3:31])[CH3:30])=[O:27])[CH2:24][CH:25]=2)O1.C([O-])([O-])=O.[K+].[K+]>O1CCOCC1.O.C1C=CC([P]([Pd]([P](C2C=CC=CC=2)(C2C=CC=CC=2)C2C=CC=CC=2)([P](C2C=CC=CC=2)(C2C=CC=CC=2)C2C=CC=CC=2)[P](C2C=CC=CC=2)(C2C=CC=CC=2)C2C=CC=CC=2)(C2C=CC=CC=2)C2C=CC=CC=2)=CC=1>[C:29]([O:28][C:26]([N:23]1[CH2:22][CH:21]=[C:20]([C:2]2[C:3]([F:11])=[CH:4][CH:5]=[C:6]([F:10])[C:7]=2[O:8][CH3:9])[CH2:25][CH2:24]1)=[O:27])([CH3:32])([CH3:30])[CH3:31] |f:2.3.4,^1:50,52,71,90|. Reported procedure: 2-Bromo-1,4-difluoro-3-methoxy-benzene (0.7 g, 3.139 mmol) [C.A.S. 1208076-11-2] was added to a stirred solution of 3,6-dihydro-4-(4,4,5,5-tetramethyl-1,3,2-dioxaborolan-2-yl)-1(2H)-pyridinecarboxylic acid, 1,1-dimethylethyl ester (1.262 g, 4.08 mmol) [C.A.S. 286961-14-6], Pd(PPh3)4 (0.072 g, 0.062 mmol) and K2CO3 (3.5 ml, aqueous sat. solution) in 1,4-dioxane (7 ml). The reaction mixture was heated at 150° C. under microwave irradiation for 10 min. After cooling, the mixture was diluted with wa... Starting materials: C(C1=CC=CC=C1)OC(=O)N1OC(C(C1)=O)CCCC(=O)O (4-(N-benzyloxycarbonyl-4-oxo-isoxazol-5-yl)butyric acid), solution. The solvent is C1CCOC1 (THF), C1CCOC1 (THF), C(C)(=O)OCC (ethyl acetate). Reaction conditions: time 1.5 hour. Product: C(C1=CC=CC=C1)OC(=O)N1OC(C(C1)=O)CCCCO (N-Benzyloxycarbonyl-5-(4-hydroxybutyl)-4-oxo-isoxazole). Isolated yield 104.2%. Reaction SMILES: [CH2:1]([O:8][C:9]([N:11]1[CH2:15][C:14](=[O:16])[CH:13]([CH2:17][CH2:18][CH2:19][C:20](O)=[O:21])[O:12]1)=[O:10])[C:2]1[CH:7]=[CH:6][CH:5]=[CH:4][CH:3]=1>C1COCC1.C(OCC)(=O)C>[CH2:1]([O:8][C:9]([N:11]1[CH2:15][C:14](=[O:16])[CH:13]([CH2:17][CH2:18][CH2:19][CH2:20][OH:21])[O:12]1)=[O:10])[C:2]1[CH:7]=[CH:6][CH:5]=[CH:4][CH:3]=1. Procedure: To a solution of 4-(N-benzyloxycarbonyl-4-oxo-isoxazol-5-yl)butyric acid (327 mg, 1.06 mmol), from Step b, in 10 mL of THF at 0° C. was added 1.1 mL (2.13 mmol) of a 2M solution of borane-methyl sulfide complex in THF. The reaction mixture was stirred at ambient temperature for 1.5 hours, diluted with ethyl acetate and extracted with water. The aqueous layer was acidified with potassium hydrogen sulfate and extracted with ethyl acetate. The ethyl acetate solution was washed with brine, dried ove... Product: COC(=O)C1OC(c2ccc(C3=NC(C(C)C)CO3)cc2)OC1C(=O)OC. The reactants are COC(=O)C(O)C(O)C(=O)OC, Cc1ccc(S(=O)(=O)O)cc1, Cc1ccccc1, CC(C)C1COC(c2ccc(C=O)cc2)=N1, O. RXN SMILES: [C:17](=[O:18])([O:19][CH3:20])[CH:21]([OH:22])[CH:23]([OH:24])[C:25](=[O:26])[O:27][CH3:28].[CH3:29][c:30]1[cH:31][cH:32][c:33]([S:34](=[O:35])(=[O:36])[OH:37])[cH:38][cH:39]1.[CH3:41][c:42]1[cH:43][cH:44][cH:45][cH:46][cH:47]1.[CH:1](=[O:2])[c:3]1[cH:4][cH:5][c:6]([C:9]2=[N:13][CH:12]([CH:14]([CH3:15])[CH3:16])[CH2:11][O:10]2)[cH:7][cH:8]1.[OH2:40]>>[CH:1]1([c:3]2[cH:4][cH:5][c:6]([C:9]3=[N:13][CH:12]([CH:14]([CH3:15])[CH3:16])[CH2:11][O:10]3)[cH:7][cH:8]2)[O:2][CH:21]([C:17](=[O:18])[O:19][CH3:20])[CH:23]([C:25](=[O:26])[O:27][CH3:28])[O:24]1. Starting materials: NC1=C(C(=NC2=CC=CC(=C12)OC[C@H](C(C)C)N)C)C(=O)OCC ((S)-ethyl 4-amino-5-(2-amino-3-methylbutoxy)-2-methylquinoline-3-carboxylate), OC1=C(C(=O)O)C=CC=C1 (2-hydroxybenzoic acid). Yields the product NC1=C(C(=NC2=CC=CC(=C12)OC[C@H](C(C)C)NC(C1=C(C=CC=C1)O)=O)C)C(=O)OCC ((S)-ethyl 4-amino-5-(2-(2-hydroxybenzamido)-3-methylbutoxy)-2-methyl-quinoline-3-carboxylate). RXN SMILES: [NH2:1][C:2]1[C:11]2[C:6](=[CH:7][CH:8]=[CH:9][C:10]=2[O:12][CH2:13][C@@H:14]([NH2:18])[CH:15]([CH3:17])[CH3:16])[N:5]=[C:4]([CH3:19])[C:3]=1[C:20]([O:22][CH2:23][CH3:24])=[O:21].[OH:25][C:26]1[CH:34]=[CH:33][CH:32]=[CH:31][C:27]=1[C:28](O)=[O:29]>>[NH2:1][C:2]1[C:11]2[C:6](=[CH:7][CH:8]=[CH:9][C:10]=2[O:12][CH2:13][C@@H:14]([NH:18][C:28](=[O:29])[C:27]2[CH:31]=[CH:32][CH:33]=[CH:34][C:26]=2[OH:25])[CH:15]([CH3:17])[CH3:16])[N:5]=[C:4]([CH3:19])[C:3]=1[C:20]([O:22][CH2:23][CH3:24])=[O:21]. Reported procedure: Prepared as in Example 24a from (S)-ethyl 4-amino-5-(2-amino-3-methylbutoxy)-2-methylquinoline-3-carboxylate (Example 95b) and 2-hydroxybenzoic acid as brown solid (56%). MS 452 (MH+). Reactants: CO, CN(C)C=O, ClC(Cl)Cl, Nc1nc[nH]n1, OCCCCCN=C=S. Yields the product Nc1ncnn1C(=S)NCCCCCO. RXN SMILES: [CH3:21][OH:22].[CH3:7][N:8]([CH3:9])[CH:10]=[O:11].[CH:23]([Cl:24])([Cl:25])[Cl:26].[NH2:1][c:2]1[n:3][nH:4][cH:5][n:6]1.[OH:12][CH2:13][CH2:14][CH2:15][CH2:16][CH2:17][N:18]=[C:19]=[S:20]>>[NH2:1][c:2]1[n:3]([C:19]([NH:18][CH2:17][CH2:16][CH2:15][CH2:14][CH2:13][OH:12])=[S:20])[n:4][cH:5][n:6]1. Starting materials: C(C)OC=1C=C(C=CC1OCC)C=1SC=C(N1)C1=CC(=C(C=C1)O)C(=O)O (2-(3,4-diethoxyphenyl)-4-(3-carboxy-4-hydroxyphenyl)thiazole), C(C)(=O)OC(C)=O (acetic anhydride). The product is C(C)OC=1C=C(C=CC1OCC)C=1SC=C(N1)C1=CC(=C(C=C1)OC(C)=O)C(=O)O (2-(3,4-diethoxyphenyl)-4-(3-carboxy-4-acetyloxyphenyl)thiazole). RXN SMILES: [CH2:1]([O:3][C:4]1[CH:5]=[C:6]([C:13]2[S:14][CH:15]=[C:16]([C:18]3[CH:23]=[CH:22][C:21]([OH:24])=[C:20]([C:25]([OH:27])=[O:26])[CH:19]=3)[N:17]=2)[CH:7]=[CH:8][C:9]=1[O:10][CH2:11][CH3:12])[CH3:2].[C:28](OC(=O)C)(=[O:30])[CH3:29]>>[CH2:1]([O:3][C:4]1[CH:5]=[C:6]([C:13]2[S:14][CH:15]=[C:16]([C:18]3[CH:23]=[CH:22][C:21]([O:24][C:28](=[O:30])[CH3:29])=[C:20]([C:25]([OH:27])=[O:26])[CH:19]=3)[N:17]=2)[CH:7]=[CH:8][C:9]=1[O:10][CH2:11][CH3:12])[CH3:2]. Reported procedure: A solution of 1 g of 2-(3,4-diethoxyphenyl)-4-(3-carboxy-4-hydroxyphenyl)thiazole in 5 ml of acetic anhydride was stirred at 100° C. for 4 hours with heating. The solvent was distilled off. The residue was dissolved in 50 ml of ethyl acetate. To the solution was added 10 ml of a saturated sodium hydrogencarbonate solution, and phase separation was conducted. The ethyl acetate layer was made acidic with 10% hydrochloric acid, washed with 10 ml of a saturated aqueous sodium chloride solution, drie...